This data is from the Open Reaction Database (ORD), a public repository of structured organic reaction records. The task is: describe an organic reaction: reactants, conditions, products, and yield Starting materials: FC(C1=CC(=C(C=C1C(F)(F)F)N)N)(F)F (4,5-bis(trifluoromethyl)-1,2-phenylenediamine), C(C(=O)O)(=O)O (oxalic acid). The solvent is Cl (HCl). The product is FC(C=1C=C2NC(C(NC2=CC1C(F)(F)F)=O)=O)(F)F (6,7-Bis(trifluoromethyl)-1,4-dihydroquinoxaline-2,3-dione). Yield: 35.1%. Reaction SMILES: [F:1][C:2]([F:16])([F:15])[C:3]1[C:8]([C:9]([F:12])([F:11])[F:10])=[CH:7][C:6]([NH2:13])=[C:5]([NH2:14])[CH:4]=1.[C:17](O)(=[O:21])[C:18](O)=[O:19]>Cl>[F:1][C:2]([F:15])([F:16])[C:3]1[CH:4]=[C:5]2[C:6](=[CH:7][C:8]=1[C:9]([F:12])([F:11])[F:10])[NH:13][C:18](=[O:19])[C:17](=[O:21])[NH:14]2. Reported procedure: A mixture of 102 mg (0.418 mmol) of 4,5-bis(trifluoromethyl)-1,2-phenylenediamine and 37 mg (0.411 mmol) of oxalic acid in 2 mL of 2N HCl was refluxed for 6 h and cooled to room temperature. The mixture was filtered and washed by water, CHCl3 and dried to leave a colorless solid (43 mg, 35%), mp >250° C. 1H NMR (DMSO-d6), 7.629 (s, 2) 12.293 (s, 2). 19F NMR (DMSO-d6), 62.185 (s). Isolated yield 58.0%. Procedure details: Add 1,8-Bis(3-chloropropionamido)anthraquinone (compound 4, 0.42 g, 1.0 mmol) with pyridine (0.5 ml) and isopropylamine (0.6 ml, 6 mmole), dissolved in 20 ml dehydrated THF. The mixture is reacted in a mini-reactor. The reaction temperature is 70-80° C. in an oil bath and the reaction time is 6 hours. The reacted mixture is poured into 50 ml ice water, extracted with ethyl acetate and recrystallized from ethanol to get compound 4i. Reaction conditions: time 6 hour. Product: C(C)(C)NC(C(=O)NC1=CC=CC=2C(C3=CC=CC(=C3C(C12)=O)NC(C(C)NC(C)C)=O)=O)C (1,8-Bis[2-(isopropylamino) propionamido]anthraquinone). As a reaction SMILES: Cl[CH2:2][CH2:3][C:4]([NH:6][C:7]1[C:20]2[C:19](=[O:21])[C:18]3[C:13](=[CH:14][CH:15]=[CH:16][C:17]=3[NH:22][C:23](=[O:27])[CH2:24][CH2:25]Cl)[C:12](=[O:28])[C:11]=2[CH:10]=[CH:9][CH:8]=1)=[O:5].[N:29]1[CH:34]=[CH:33]C=CC=1.[CH:35]([NH2:38])([CH3:37])[CH3:36].[CH2:39]1COCC1>>[CH:35]([NH:38][CH:24]([CH3:25])[C:23]([NH:22][C:17]1[C:18]2[C:19](=[O:21])[C:20]3[C:11](=[CH:10][CH:9]=[CH:8][C:7]=3[NH:6][C:4](=[O:5])[CH:3]([NH:29][CH:34]([CH3:33])[CH3:39])[CH3:2])[C:12](=[O:28])[C:13]=2[CH:14]=[CH:15][CH:16]=1)=[O:27])([CH3:37])[CH3:36]. The reactants are ClCCC(=O)NC1=CC=CC=2C(C3=CC=CC(=C3C(C12)=O)NC(CCCl)=O)=O (1,8-Bis(3-chloropropionamido)anthraquinone), ClCCC(=O)NC1=CC=CC=2C(C3=CC=CC(=C3C(C12)=O)NC(CCCl)=O)=O (1,8-Bis(3-chloropropionamido)anthraquinone), N1=CC=CC=C1 (pyridine), C(C)(C)N (isopropylamine), ice water, C1CCOC1 (THF). Reactants: ClCc1ccccc1, ClCCl, [K+], [K+], O=C([O-])[O-], O=C(Cc1ccccc1)c1ccc(O)cc1. The product is O=C(Cc1ccccc1)c1ccc(OCc2ccccc2)cc1. As a reaction SMILES: [Cl:17][CH2:18][c:19]1[cH:20][cH:21][cH:22][cH:23][cH:24]1.[Cl:31][CH2:32][Cl:33].[K+:25].[K+:26].[O-:27][C:28]([O-:29])=[O:30].[OH:1][c:2]1[cH:3][cH:4][c:5]([C:8](=[O:9])[CH2:10][c:11]2[cH:12][cH:13][cH:14][cH:15][cH:16]2)[cH:6][cH:7]1>>[O:1]([c:2]1[cH:3][cH:4][c:5]([C:8](=[O:9])[CH2:10][c:11]2[cH:12][cH:13][cH:14][cH:15][cH:16]2)[cH:6][cH:7]1)[CH2:18][c:19]1[cH:20][cH:21][cH:22][cH:23][cH:24]1. The reactants are CCC(NC(=O)OC(C)(C)C)C(O)c1nc2ncccc2o1, O=C(O)C(F)(F)F. The product is CCC(N)C(O)c1nc2ncccc2o1. Reaction SMILES: [C:1]([O:2][C:3](=[O:4])[NH:7][CH:8]([CH2:9][CH3:10])[CH:11]([c:12]1[o:13][c:14]2[c:15]([n:16][cH:17][cH:18][cH:19]2)[n:20]1)[OH:21])([CH3:5])([CH3:6])[CH3:22].[F:23][C:24]([F:25])([F:26])[C:27]([OH:28])=[O:29]>>[NH2:7][CH:8]([CH2:9][CH3:10])[CH:11]([c:12]1[o:13][c:14]2[c:15]([n:16][cH:17][cH:18][cH:19]2)[n:20]1)[OH:21].